This data is from the Open Reaction Database (ORD), a public repository of structured organic reaction records. The task is: describe an organic reaction: reactants, conditions, products, and yield Starting materials: [O-]S(=O)(=O)[O-].[Na+].[Na+] (Na2SO4), COC(C(C)(C)C1=CC(=C(C(=C1)[N+](=O)[O-])OC)[N+](=O)[O-])=O (2-(4-methoxy-3,5-dinitro-phenyl)-2-methyl-propionic acid methyl ester), CC(C)C[AlH]CC(C)C (DIBAL), [O-]S(=O)(=O)[O-].[Mg+2] (MgSO4). Run in CO (MeOH), C1CCOC1 (THF), C(Cl)Cl (CH2Cl2), CCOC(=O)C (EtOAc). Reaction conditions: time 4 hour. The product is COC1=C(C=C(C=C1[N+](=O)[O-])C(CO)(C)C)[N+](=O)[O-] (2-(4-methoxy-3,5-dinitro-phenyl)-2-methyl-propan-1-ol). The yield is 49.3%. As a reaction SMILES: C[O:2][C:3](=O)[C:4]([C:7]1[CH:12]=[C:11]([N+:13]([O-:15])=[O:14])[C:10]([O:16][CH3:17])=[C:9]([N+:18]([O-:20])=[O:19])[CH:8]=1)([CH3:6])[CH3:5].CC(C[AlH]CC(C)C)C.[O-]S([O-])(=O)=O.[Na+].[Na+].[O-]S([O-])(=O)=O.[Mg+2]>C1COCC1.C(Cl)Cl.CCOC(C)=O.CO>[CH3:17][O:16][C:10]1[C:9]([N+:18]([O-:20])=[O:19])=[CH:8][C:7]([C:4]([CH3:6])([CH3:5])[CH2:3][OH:2])=[CH:12][C:11]=1[N+:13]([O-:15])=[O:14] |f:2.3.4,5.6|. Reported procedure: To a 0° C. solution of 1.30 g (4.35 mmol) of 2-(4-methoxy-3,5-dinitro-phenyl)-2-methyl-propionic acid methyl ester in 30 mL of THF was added dropwise 17 mL (17 mmol) of 1.0 M DIBAL in CH2Cl2. After stirring an additional 4 h, 2 mL of MeOH and then saturated Na2SO4 (2 mL) were slowly added. The resulting suspension was rapidly stirred for 20 min then 40 mL of EtOAc was added followed by MgSO4. The resulting mixture was then stirred at rt for an additional 30 min. The mixture was filtered through ...